This data is from the Open Reaction Database (ORD), a public repository of structured organic reaction records. The task is: describe an organic reaction: reactants, conditions, products, and yield Starting materials: ( 2 ), S(=O)(Cl)Cl (Thionyl chloride), C(C)(C)(C)OC(=O)N([C@H](C(=O)O)CCC=C)C ((S)-2-(tert-butoxycarbonyl(methyl)amino)hex-5-enoic acid), CO (MeOH). The product is Cl.CN[C@H](C(=O)OC)CCC=C ((S)-methyl 2-(methylamino)hex-5-enoate hydrochloride). RXN SMILES: S(Cl)([Cl:3])=O.C(O[C:10]([N:12](C)[C@@H:13]([CH2:17][CH2:18][CH:19]=[CH2:20])[C:14]([OH:16])=[O:15])=O)(C)(C)C.[CH3:22]O>>[ClH:3].[CH3:10][NH:12][C@@H:13]([CH2:17][CH2:18][CH:19]=[CH2:20])[C:14]([O:16][CH3:22])=[O:15] |f:3.4|. Procedure details: Step K (2): Thionyl chloride (1.22 mL, 16.9 mmol) was added to a round bottom flask charged with a solution of (S)-2-(tert-butoxycarbonyl(methyl)amino)hex-5-enoic acid (2.06 g, 8.47 mmol) from Step K (1) in MeOH at 0° C. After complete addition, heated at reflux for 2 h. Cooled to rt, concentrated in vacuo, and removed residuals on high vacuum overnight. This afforded 1.64 g (quantitative yield) of the title compound as an off-white solid. LC-MS (M+H)+=158.3; 1H NMR (500 MHz, CDCl3) δ ppm 2.09-2... The reactants are compound 6, OC=1SC2=C(N1)C=CC=C2 (2-hydroxybenzothiazole), O1C=NC2=C1C=CC=C2 (benzoxazole). The product is O1C(C1)COC=1SC2=C(N1)C=CC=C2 (2-(oxiran-2-ylmethoxy)benzothiazole). RXN SMILES: [OH:1][C:2]1[S:3][C:4]2[CH:10]=[CH:9][CH:8]=[CH:7][C:5]=2[N:6]=1.[O:11]1[C:15]2[CH:16]=[CH:17]C=CC=2N=C1>>[O:11]1[CH2:15][CH:16]1[CH2:17][O:1][C:2]1[S:3][C:4]2[CH:10]=[CH:9][CH:8]=[CH:7][C:5]=2[N:6]=1. Procedure details: Compound 44 was prepared in the manner of compound 6 substituting 2-hydroxybenzothiazole for compound 8 in partC-5 of Example 1.